This data is from the Open Reaction Database (ORD), a public repository of structured organic reaction records. The task is: describe an organic reaction: reactants, conditions, products, and yield Reaction SMILES: [CH3:1][N:2]([CH3:13])[C:3]1[C:9]([F:10])=[CH:8][C:6](N)=[C:5]([O:11][CH3:12])[CH:4]=1.[BH4-].[Na+]>>[CH3:13][N:2]([CH3:1])[C:3]1[CH:4]=[C:5]([O:11][CH3:12])[CH:6]=[CH:8][C:9]=1[F:10] |f:1.2|. Procedure: Using general method D, the product from Example 20 is diazotized and reduced with sodium borohydride to give Compound 21. The product is CN(C1=C(C=CC(=C1)OC)F)C (N,N-dimethyl-2-fluoro-5-methoxyaniline). Reactants: CN(C1=CC(=C(N)C=C1F)OC)C (4-dimethylamino-5-fluoro-2-methoxyaniline), [BH4-].[Na+] (sodium borohydride). Starting materials: C(CC)OC(C=C(C(=O)OCC)C(=O)OCC)C1=NC(=CC=C1)C1=C(C=C(C=C1C)C)C (Diethyl 2[2-propoxy-2-(6-mesitylpyridin-2-yl)-ethylidene]-malonate). Run in C1=CC=C(C=C1)C2=CC=CC=C2.C1=CC=C(C=C1)OC2=CC=CC=C2 (Dowtherm A). Reaction conditions: time 15 minute. Yields the product C1(=C(C(=CC(=C1)C)C)C=1N2C(C(=CC(=C2C=CC1)OCCC)C(=O)OCC)=O)C (Ethyl 6-mesityl-4-oxo-1-propoxy-4H-quinolizine-3-carboxylate). Yield: 7.1%. RXN SMILES: [CH2:1]([O:4][CH:5]([C:18]1[CH:23]=[CH:22][CH:21]=[C:20]([C:24]2[C:29]([CH3:30])=[CH:28][C:27]([CH3:31])=[CH:26][C:25]=2[CH3:32])[N:19]=1)[CH:6]=[C:7]([C:13]([O:15][CH2:16][CH3:17])=[O:14])[C:8]([O:10]CC)=O)[CH2:2][CH3:3]>C1C=CC(C2C=CC=CC=2)=CC=1.C1C=CC(OC2C=CC=CC=2)=CC=1>[C:29]1([CH3:30])[CH:28]=[C:27]([CH3:31])[CH:26]=[C:25]([CH3:32])[C:24]=1[C:20]1[N:19]2[C:18]([CH:23]=[CH:22][CH:21]=1)=[C:5]([O:4][CH2:1][CH2:2][CH3:3])[CH:6]=[C:7]([C:13]([O:15][CH2:16][CH3:17])=[O:14])[C:8]2=[O:10] |f:1.2|. Reported procedure: Diethyl 2[2-propoxy-2-(6-mesitylpyridin-2-yl)-ethylidene]-malonate (0.189 g, 0.43 mmol) was dissolved in 4 mL of Dowtherm A (phenyl ether: biphenyl 2:1 ratio). The solution was placed in a pre-heated oil bath set at 220° C. The reaction stirred at this temperature for 15 minutes. The solution was cooled and flash chromatographed (20-50% ethyl acetate/hexanes) to give 0.012 g (7% yield) of the title compound. The reactants are O(C1=CC=CC=C1)CCN1CCN(CC1)C(C(=O)C)C1=CC=CC=C1 (1-(N-2-phenoxy-ethyl-piperazino)-1-phenylacetone). Solvent: CO (methanol). Run at temperature 0 celsius. Yields the product O(C1=CC=CC=C1)CCN1CCN(CC1)C(C(C)O)C1=CC=CC=C1 (1-[N-(2-phenoxy-1-ethyl)piperazino]-1-phenyl-2-propanol). As a reaction SMILES: [O:1]([CH2:8][CH2:9][N:10]1[CH2:15][CH2:14][N:13]([CH:16]([C:20]2[CH:25]=[CH:24][CH:23]=[CH:22][CH:21]=2)[C:17]([CH3:19])=[O:18])[CH2:12][CH2:11]1)[C:2]1[CH:7]=[CH:6][CH:5]=[CH:4][CH:3]=1>CO>[O:1]([CH2:8][CH2:9][N:10]1[CH2:11][CH2:12][N:13]([CH:16]([C:20]2[CH:21]=[CH:22][CH:23]=[CH:24][CH:25]=2)[CH:17]([OH:18])[CH3:19])[CH2:14][CH2:15]1)[C:2]1[CH:3]=[CH:4][CH:5]=[CH:6][CH:7]=1. Procedure: To 1-(N-2-phenoxy-ethyl-piperazino)-1-phenylacetone (1 mole) dissolved in anhydrous methanol (1 liter) is added BH4K (1 mole) portionwise, at 0° C., with stirring. On completion of the addition (1 hour), the reaction mixture is stirred 24 hours at room temperature. The methanol is removed in vacuo over a water-bath, the resulting material is then taken up into methylene chloride which is washed with water to neutral pH. Concentration gives white crystals which melt at 100° C. Reactants: CCCCCOc1ccc(N2NC=C(c3ccc(OC(C)=O)cc3)S2)cc1, CO, [K+], [OH-]. Yields the product CCCCCOc1ccc(N2NC=C(c3ccc(O)cc3)S2)cc1. RXN SMILES: [CH2:1]([CH2:2][CH2:3][CH2:4][CH3:5])[O:6][c:7]1[cH:8][cH:9][c:10]([N:13]2[S:14][C:15]([c:18]3[cH:19][cH:20][c:21]([O:24][C:25](=[O:26])[CH3:27])[cH:22][cH:23]3)=[CH:16][NH:17]2)[cH:11][cH:12]1.[CH3:30][OH:31].[K+:29].[OH-:28]>>[CH2:1]([CH2:2][CH2:3][CH2:4][CH3:5])[O:6][c:7]1[cH:8][cH:9][c:10]([N:13]2[S:14][C:15]([c:18]3[cH:19][cH:20][c:21]([OH:24])[cH:22][cH:23]3)=[CH:16][NH:17]2)[cH:11][cH:12]1. The reactants are [Al+3], C1CCOC1, O=C(O)c1sc2ccccc2c1Cl, [H-], [H-], [H-], [H-], [Li+]. Yields the product OCc1sc2ccccc2c1Cl. RXN SMILES: [Al+3:15].[CH2:20]1[O:21][CH2:22][CH2:23][CH2:24]1.[Cl:1][c:2]1[c:3]2[c:4]([s:5][c:6]1[C:7](=[O:8])[OH:9])[cH:10][cH:11][cH:12][cH:13]2.[H-:14].[H-:17].[H-:18].[H-:19].[Li+:16]>>[Cl:1][c:2]1[c:3]2[c:4]([s:5][c:6]1[CH2:7][OH:8])[cH:10][cH:11][cH:12][cH:13]2. Reactants: C([O-])(O)=O.[Na+] (sodium bicarbonate), [C-]#N.[Na+] (sodium cyanide), CS(=O)C (dimethylsulfoxide), ClC1=CC=C(C=C1)C1=NC=CC2=C(C=CC=C12)CCl (1-(4-chlorophenyl)-5-chloromethylisoquinoline). The solvent is C(C)(=O)OCC (ethyl acetate). Run at time 2 hour. Yields the product ClC1=CC=C(C=C1)C1=NC=CC=2C(=CC=CC12)CC#N (1-(4-chlorophenyl)isoquinoline-5-acetonitrile). Reaction SMILES: [C-:1]#[N:2].[Na+].CS(C)=O.[Cl:8][C:9]1[CH:14]=[CH:13][C:12]([C:15]2[C:24]3[C:19](=[C:20]([CH2:25]Cl)[CH:21]=[CH:22][CH:23]=3)[CH:18]=[CH:17][N:16]=2)=[CH:11][CH:10]=1.C(=O)(O)[O-].[Na+]>C(OCC)(=O)C>[Cl:8][C:9]1[CH:14]=[CH:13][C:12]([C:15]2[C:24]3[CH:23]=[CH:22][CH:21]=[C:20]([CH2:25][C:1]#[N:2])[C:19]=3[CH:18]=[CH:17][N:16]=2)=[CH:11][CH:10]=1 |f:0.1,4.5|. Reported procedure: To a mixture of 5.0 g of sodium cyanide and 120 ml of dimethylsulfoxide was added 11.7 g of 1-(4-chlorophenyl)-5-chloromethylisoquinoline little by little. The mixture was stirred at room temperature for 2 hours, and poured into a mixture of ethyl acetate and 1% sodium bicarbonate aqueous solution. The organic layer was separated, washed with a saturated aqueous solution of sodium chloride, and dried. The solvent was distilled off. Recrystallization of the residue from dichloromethane-hexane aff... Reactants: [Ag+2], [Ag+], CC(C)(C)OC(=O)N1CC2CC(C(=O)CBr)CC2C1, O=C([O-])[O-], CO, O=S(=O)([O-])C(F)(F)F. The product is COCC(=O)C1CC2CN(C(=O)OC(C)(C)C)CC2C1. Reaction SMILES: [Ag+2:35].[Ag+:30].[C:1]([CH3:2])([CH3:3])([CH3:4])[O:5][C:6](=[O:7])[N:8]1[CH2:9][CH:10]2[CH2:11][CH:12]([C:16]([CH2:17][Br:18])=[O:19])[CH2:13][CH:14]2[CH2:15]1.[C:31](=[O:32])([O-:33])[O-:34].[CH3:20][OH:21].[F:22][C:23]([F:24])([F:25])[S:26]([O-:27])(=[O:28])=[O:29]>>[C:1]([CH3:2])([CH3:3])([CH3:4])[O:5][C:6](=[O:7])[N:8]1[CH2:9][CH:10]2[CH2:11][CH:12]([C:16]([CH2:17][O:21][CH3:20])=[O:19])[CH2:13][CH:14]2[CH2:15]1.